Dataset: the Open Reaction Database (ORD), a public repository of structured organic reaction records. Task: describe an organic reaction: reactants, conditions, products, and yield Reactants: O=C(c1ncc[nH]1)c1ncc[nH]1, Cc1ncc2cc(-c3c(Cl)cccc3Cl)c(N)nc2n1, ClCCCl, O=C(O)CCl. The product is Cc1ncc2cc(-c3c(Cl)cccc3Cl)c(NC(=O)CCl)nc2n1. Reaction SMILES: [C:26]([c:27]1[nH:28][cH:29][cH:30][n:31]1)([c:32]1[nH:33][cH:34][cH:35][n:36]1)=[O:37].[Cl:1][c:2]1[c:3](-[c:9]2[cH:10][c:11]3[c:12]([n:13][c:14]([CH3:17])[n:15][cH:16]3)[n:18][c:19]2[NH2:20])[c:4]([Cl:8])[cH:5][cH:6][cH:7]1.[Cl:38][CH2:39][CH2:40][Cl:41].[OH:21][C:22](=[O:23])[CH2:24][Cl:25]>>[Cl:1][c:2]1[c:3](-[c:9]2[cH:10][c:11]3[c:12]([n:13][c:14]([CH3:17])[n:15][cH:16]3)[n:18][c:19]2[NH:20][C:22](=[O:21])[CH2:24][Cl:25])[c:4]([Cl:8])[cH:5][cH:6][cH:7]1.